From a dataset of the Open Reaction Database (ORD), a public repository of structured organic reaction records. describe an organic reaction: reactants, conditions, products, and yield Reactants: O=C(OCc1ccccc1)N1CCN(C(=O)CBr)C(CO)C1, O=C([O-])[O-], Cc1ccccc1, [K+], [K+]. Yields the product O=C(OCc1ccccc1)N1CCN2C(=O)COCC2C1. RXN SMILES: [Br:1][CH2:2][C:3](=[O:4])[N:5]1[CH:6]([CH2:21][OH:22])[CH2:7][N:8]([C:11](=[O:12])[O:13][CH2:14][c:15]2[cH:16][cH:17][cH:18][cH:19][cH:20]2)[CH2:9][CH2:10]1.[C:23](=[O:24])([O-:25])[O-:26].[CH3:29][c:30]1[cH:31][cH:32][cH:33][cH:34][cH:35]1.[K+:27].[K+:28]>>[CH2:2]1[C:3](=[O:4])[N:5]2[CH:6]([CH2:7][N:8]([C:11](=[O:12])[O:13][CH2:14][c:15]3[cH:16][cH:17][cH:18][cH:19][cH:20]3)[CH2:9][CH2:10]2)[CH2:21][O:22]1. The reactants are C(C)C1=C(C(=O)OC)C=CC=C1 (methyl 2-ethylbenzoate), BrN1C(CCC1=O)=O (N-bromosuccinimide), C(C1=CC=CC=C1)(=O)OOC(C1=CC=CC=C1)=O (benzoyl peroxide). Solvent: C(Cl)(Cl)(Cl)Cl (carbon tetrachloride). Run at time 2 hour. Yields the product BrC(C)C1=C(C(=O)OC)C=CC=C1 (methyl 2-(1-bromoethyl)benzoate). RXN SMILES: [CH2:1]([C:3]1[CH:12]=[CH:11][CH:10]=[CH:9][C:4]=1[C:5]([O:7][CH3:8])=[O:6])[CH3:2].[Br:13]N1C(=O)CCC1=O.C(OOC(=O)C1C=CC=CC=1)(=O)C1C=CC=CC=1>C(Cl)(Cl)(Cl)Cl>[Br:13][CH:1]([C:3]1[CH:12]=[CH:11][CH:10]=[CH:9][C:4]=1[C:5]([O:7][CH3:8])=[O:6])[CH3:2]. Reported procedure: A mixture of 10.7 g. (0.065 mole) of methyl 2-ethylbenzoate, 12.5 g. (0.07 mole) of N-bromosuccinimide, 50 mg. of benzoyl peroxide, and 125 ml. of carbon tetrachloride is stirred at reflux until the reaction is complete in 2 hours. The precipitated succinimide is filtered from the cooled mixture and the filtrate is evaporated to dryness under reduced pressure leaving methyl 2-(1-bromoethyl)benzoate as the residual yellow oil in quantitative yield.